This data is from the Open Reaction Database (ORD), a public repository of structured organic reaction records. The task is: describe an organic reaction: reactants, conditions, products, and yield Product: CC1(C)CCC(C)(C)C1OCC1(N)CC1. Reaction SMILES: [C:1]([O:2][C:3]([CH3:4])([CH3:5])[CH3:6])(=[O:7])[NH:8][C:9]1([CH2:12][O:13][CH:14]2[C:15]([CH3:21])([CH3:22])[CH2:16][CH2:17][C:18]2([CH3:19])[CH3:20])[CH2:10][CH2:11]1.[K+:25].[OH-:24].[OH2:23].[OH:26][C:27]([C:28]([F:29])([F:30])[F:31])=[O:32]>>[NH2:8][C:9]1([CH2:12][O:13][CH:14]2[C:15]([CH3:21])([CH3:22])[CH2:16][CH2:17][C:18]2([CH3:19])[CH3:20])[CH2:10][CH2:11]1. Starting materials: CC(C)(C)OC(=O)NC1(COC2C(C)(C)CCC2(C)C)CC1, [K+], [OH-], O, O=C(O)C(F)(F)F.